This data is from the Open Reaction Database (ORD), a public repository of structured organic reaction records. The task is: describe an organic reaction: reactants, conditions, products, and yield Starting materials: Brc1ccc2cc[nH]c2c1, CCCC[N+](CCCC)(CCCC)CCCC, CN1CCCN(C)C1=O, COCCCCl, [H-], [I-], [Na+], O. Yields the product COCCCn1ccc2ccc(Br)cc21. Reaction SMILES: [Br:1][c:2]1[cH:3][cH:4][c:5]2[cH:6][cH:7][nH:8][c:9]2[cH:10]1.[CH2:30]([N+:31]([CH2:32][CH2:33][CH2:34][CH3:35])([CH2:36][CH2:37][CH2:38][CH3:39])[CH2:40][CH2:41][CH2:42][CH3:43])[CH2:44][CH2:45][CH3:46].[CH3:20][N:21]1[CH2:22][CH2:23][CH2:24][N:25]([CH3:26])[C:27]1=[O:28].[Cl:13][CH2:14][CH2:15][CH2:16][O:17][CH3:18].[H-:11].[I-:29].[Na+:12].[OH2:19]>>[Br:1][c:2]1[cH:3][cH:4][c:5]2[cH:6][cH:7][n:8]([CH2:14][CH2:15][CH2:16][O:17][CH3:18])[c:9]2[cH:10]1. The reactants are FC1=CC=C(CCN2CCC(CC2)N2CCC3=CC=C(C=C23)CNC(=O)C2CC2)C=C1 (1-[1-(4-Fluorophenethyl)piperidin-4-yl]-6-cyclopropanecarboxamidomethylindoline). Reagents/catalysts: [O-2].[O-2].[Mn+4] (manganese dioxide). The solvent is C(Cl)(Cl)Cl (chloroform). Yields the product FC1=CC=C(CCN2CCC(CC2)N2C=CC3=CC=C(C=C23)CN2C(CCC2)=O)C=C1 (1-[1-(4-fluorophenethyl)piperidin-4-yl]-6-(2-pyrrolidon-1-yl)methylindole). The yield is 67.0%. As a reaction SMILES: [F:1][C:2]1[CH:31]=[CH:30][C:5]([CH2:6][CH2:7][N:8]2[CH2:13][CH2:12][CH:11]([N:14]3[C:22]4[C:17](=[CH:18][CH:19]=[C:20]([CH2:23][NH:24][C:25]([CH:27]5[CH2:29][CH2:28]5)=[O:26])[CH:21]=4)[CH2:16][CH2:15]3)[CH2:10][CH2:9]2)=[CH:4][CH:3]=1>[O-2].[O-2].[Mn+4].C(Cl)(Cl)Cl>[F:1][C:2]1[CH:31]=[CH:30][C:5]([CH2:6][CH2:7][N:8]2[CH2:13][CH2:12][CH:11]([N:14]3[C:22]4[C:17](=[CH:18][CH:19]=[C:20]([CH2:23][N:24]5[CH2:29][CH2:28][CH2:27][C:25]5=[O:26])[CH:21]=4)[CH:16]=[CH:15]3)[CH2:10][CH2:9]2)=[CH:4][CH:3]=1 |f:1.2.3|. Procedure details: 1-[1-(4-Fluorophenethyl)piperidin-4-yl]-6-cyclopropanecarboxamidomethylindoline (90 mg) obtained in Example 159, activated manganese dioxide (450 mg) and chloroform (10 ml) were treated as in Example 285 to give the title compound (60 mg) as a white powder (yield: 73%). The reactants are OC1=CC=C(C=O)C=C1 (4-hydroxybenzaldehyde), CO (methanol), COC(OC)OC (trimethylorthoformate), C1(=CC=C(C=C1)S(=O)(=O)O)C (p-toluene sulfonic acid), C(=O)(O)[O-].[Na+] (NaHCO3). Reaction conditions: time 12 hour. Product: COC(C1=CC=C(C=C1)O)OC (4-Dimethoxymethylphenol). As a reaction SMILES: [OH:1][C:2]1[CH:9]=[CH:8][C:5](C=O)=[CH:4][CH:3]=1.CO.CO[CH:14]([O:17][CH3:18])[O:15][CH3:16].C1(C)C=CC(S(O)(=O)=O)=CC=1.C([O-])(O)=O.[Na+]>>[CH3:18][O:17][CH:14]([O:15][CH3:16])[C:5]1[CH:8]=[CH:9][C:2]([OH:1])=[CH:3][CH:4]=1 |f:4.5|. Procedure: A mixture of 4.88 g (40 mmol) of 4-hydroxybenzaldehyde, 6.6 g (206 mmol) of methanol and 5.1 g (48 mmol) of trimethylorthoformate and 28 mg of p-toluene sulfonic acid was stirred at room temperature for 12 h. An excess of NaHCO3 was then added and the mixture stirred for a further 60 h. The mixture was then filtered, the solvent removed in-vacuo and the residue purified by flash chromatography (silica; 20% ethyl acetate in hexanes) to give the title compound as a viscous oil.